Dataset: the Open Reaction Database (ORD), a public repository of structured organic reaction records. Task: describe an organic reaction: reactants, conditions, products, and yield The reactants are BrCCCCOC=1C=C2CCC(NC2=CC1)=O (6-(4-bromo-butoxy)-3,4-dihydro-carbostyril), SC1=CC=NC=C1 (4-mercapto-pyridine), C[O-].[Na+] (sodium methylate). Solvent: CO (methanol), O (water). Conditions: time 14 hour. The product is N1=CC=C(C=C1)SCCCCOC=1C=C2CCC(NC2=CC1)=O (6-[4-(4-Pyridyl-mercapto)-butoxy]-3,4-dihydro-carbostyril). As a reaction SMILES: Br[CH2:2][CH2:3][CH2:4][CH2:5][O:6][C:7]1[CH:8]=[C:9]2[C:14](=[CH:15][CH:16]=1)[NH:13][C:12](=[O:17])[CH2:11][CH2:10]2.[SH:18][C:19]1[CH:24]=[CH:23][N:22]=[CH:21][CH:20]=1.C[O-].[Na+]>CO.O>[N:22]1[CH:23]=[CH:24][C:19]([S:18][CH2:2][CH2:3][CH2:4][CH2:5][O:6][C:7]2[CH:8]=[C:9]3[C:14](=[CH:15][CH:16]=2)[NH:13][C:12](=[O:17])[CH2:11][CH2:10]3)=[CH:20][CH:21]=1 |f:2.3|. Procedure details: 3.0 gm of 6-(4-bromo-butoxy)-3,4-dihydro-carbostyril were added to a solution of 1.3 gm of 4-mercapto-pyridine and 2.3 gm of a 30% sodium methylate solution in 15 ml of methanol, and the mixture was stirred for 14 hours at room temperature. Subsequently, the reaction solution was diluted with 20 ml of water and the resulting precipitate was recrystallized from ethanol. Reactants: CO, Cc1ccc(NC(=O)c2ccc(F)c(Cl)c2)cc1OC(=O)c1ccc(F)c(Cl)c1, [Na+], C1CCOC1, [OH-]. The product is Cc1ccc(NC(=O)c2ccc(F)c(Cl)c2)cc1O. RXN SMILES: [CH3:37][OH:38].[Cl:1][c:2]1[cH:3][c:4]([C:5](=[O:6])[NH:7][c:8]2[cH:9][cH:10][c:11]([CH3:25])[c:12]([O:14][C:15](=[O:16])[c:17]3[cH:18][cH:19][c:20]([F:21])[c:22]([Cl:23])[cH:24]3)[cH:13]2)[cH:26][cH:27][c:28]1[F:29].[Na+:31].[O:32]1[CH2:33][CH2:34][CH2:35][CH2:36]1.[OH-:30]>>[Cl:1][c:2]1[cH:3][c:4]([C:5](=[O:6])[NH:7][c:8]2[cH:9][cH:10][c:11]([CH3:25])[c:12]([OH:14])[cH:13]2)[cH:26][cH:27][c:28]1[F:29]. Reactants: FC=1C=CC2=C(CCO2)C1 (5-fluoro-2,3-dihydro-benzofurane), [Al+3].[Cl-].[Cl-].[Cl-] (AlCl3), OC(C(=O)O)(C=C(C)C)C(F)(F)F (2-hydroxy-4-methyl-2-(trifluoromethyl)pentenoic acid), ice, Cl (HCl). The solvent is ClCCl (dichloromethane). The product is FC=1C=C(C2=C(CCO2)C1)C(CC(C(=O)O)(C(F)(F)F)O)(C)C (4-(5-fluoro-2,3-dihydro-benzofuran-7-yl)-2-hydroxy-4-methyl-2-(trifluoromethyl)pentanoic Acid). Reaction SMILES: [F:1][C:2]1[CH:3]=[CH:4][C:5]2[O:9][CH2:8][CH2:7][C:6]=2[CH:10]=1.[Al+3].[Cl-].[Cl-].[Cl-].[OH:15][C:16]([C:24]([F:27])([F:26])[F:25])([CH:20]=[C:21]([CH3:23])[CH3:22])[C:17]([OH:19])=[O:18].Cl>ClCCl>[F:1][C:2]1[CH:3]=[C:4]([C:21]([CH3:23])([CH3:22])[CH2:20][C:16]([OH:15])([C:24]([F:25])([F:26])[F:27])[C:17]([OH:19])=[O:18])[C:5]2[O:9][CH2:8][CH2:7][C:6]=2[CH:10]=1 |f:1.2.3.4|. Procedure: A solution of 0.07 mol 5-fluoro-2,3-dihydro-benzofurane in 21 ml of dichloromethane is cooled to 3° C. To this solution 0.1 mol of AlCl3 is added over a period of 30 minutes. After this addition 0.05 mol of 2-hydroxy-4-methyl-2-(trifluoromethyl)pentenoic acid is added dropwise over 30 minutes. The mixture is stirred for at least 6 h under reflux conditions. After complete reaction the solution is poured on a mixture of ice (50 ml) and 1M HCl (10 ml) and stirred for at least 1 hour. The aqueous p... Starting materials: ClC1=NC2=CC=C(C=C2C(=C1)C1=CC=CC=C1)Br (2-chloro-6-bromo-4-phenylquinoline), O.NN (hydrazine hydrate). Yields the product BrC=1C=C2C(=CC(=NC2=CC1)NN)C1=CC=CC=C1 (6-bromo-4-phenyl-2-hydrazinoquinoline). RXN SMILES: Cl[C:2]1[CH:11]=[C:10]([C:12]2[CH:17]=[CH:16][CH:15]=[CH:14][CH:13]=2)[C:9]2[C:4](=[CH:5][CH:6]=[C:7]([Br:18])[CH:8]=2)[N:3]=1.O.[NH2:20][NH2:21]>>[Br:18][C:7]1[CH:8]=[C:9]2[C:4](=[CH:5][CH:6]=1)[N:3]=[C:2]([NH:20][NH2:21])[CH:11]=[C:10]2[C:12]1[CH:17]=[CH:16][CH:15]=[CH:14][CH:13]=1 |f:1.2|. Procedure details: In the manner given in Example 1, 2-chloro-6-bromo-4-phenylquinoline is reacted with hydrazine hydrate at reflux to give 6-bromo-4-phenyl-2-hydrazinoquinoline. Reactants: CCOC(=O)C(Cc1ccc(OCCc2nc(-c3ccccc3)oc2C)c2ccsc12)OC, C1CCOC1, CO, [Na+], [OH-]. The product is COC(Cc1ccc(OCCc2nc(-c3ccccc3)oc2C)c2ccsc12)C(=O)O. RXN SMILES: [CH2:1]([CH3:2])[O:3][C:4]([CH:5]([CH2:6][c:7]1[cH:8][cH:9][c:10]([O:16][CH2:17][CH2:18][c:19]2[n:20][c:21](-[c:25]3[cH:26][cH:27][cH:28][cH:29][cH:30]3)[o:22][c:23]2[CH3:24])[c:11]2[c:12]1[s:13][cH:14][cH:15]2)[O:31][CH3:32])=[O:33].[CH2:36]1[O:37][CH2:38][CH2:39][CH2:40]1.[CH3:41][OH:42].[Na+:35].[OH-:34]>>[O:3]=[C:4]([CH:5]([CH2:6][c:7]1[cH:8][cH:9][c:10]([O:16][CH2:17][CH2:18][c:19]2[n:20][c:21](-[c:25]3[cH:26][cH:27][cH:28][cH:29][cH:30]3)[o:22][c:23]2[CH3:24])[c:11]2[c:12]1[s:13][cH:14][cH:15]2)[O:31][CH3:32])[OH:33]. Starting materials: BrBr (bromine), N1C=NC=C1 (imidazole), C1(=CC=CC=C1)P(C1=CC=CC=C1)C1=CC=CC=C1 (triphenylphosphine), FC(C=1C=C(C=CC1)CCC(C)O)(F)F (4-(3-(trifluoromethyl)phenyl)butan-2-ol). Run in CCCCCC (hexane), C(Cl)Cl (DCM). Run at time 1 hour. Product: BrC(CCC1=CC(=CC=C1)C(F)(F)F)C (1-(3-bromobutyl)-3-(trifluoromethyl)benzene). Isolated yield 77.2%. As a reaction SMILES: N1C=CN=C1.C1(P(C2C=CC=CC=2)C2C=CC=CC=2)C=CC=CC=1.[F:25][C:26]([F:39])([F:38])[C:27]1[CH:28]=[C:29]([CH2:33][CH2:34][CH:35](O)[CH3:36])[CH:30]=[CH:31][CH:32]=1.[Br:40]Br>C(Cl)Cl.CCCCCC>[Br:40][CH:35]([CH3:36])[CH2:34][CH2:33][C:29]1[CH:30]=[CH:31][CH:32]=[C:27]([C:26]([F:39])([F:38])[F:25])[CH:28]=1. Procedure details: 750 mg (11.0 mmol) of imidazole and 2.88 g (11.0 mmol) of triphenylphosphine were added to a solution of 2.0 g (9.2 mmol) of 4-(3-(trifluoromethyl)phenyl)butan-2-ol in DCM (10 ml). 570 μl (11.0 mmol) of bromine were added dropwise at 0° C., and stirring was carried out for 1 h at RT. The mixture was then concentrated in vacuo. CC (hexane) of the residue yielded 2.0 g (7.1 mmol, 78%) of 1-(3-bromobutyl)-3-(trifluoromethyl)benzene. Starting materials: COS(=O)(=O)OC, Cl, [H-], [Na+], CN(C)C=O, COCCOCC(O)=C(C#N)C#N. Product: COCCOCC(OC)=C(C#N)C#N. RXN SMILES: [CH3:16][O:17][S:18]([O:19][CH3:20])(=[O:21])=[O:22].[ClH:23].[H-:1].[Na+:2].[O:24]=[CH:25][N:26]([CH3:27])[CH3:28].[OH:3][C:4]([CH2:5][O:6][CH2:7][CH2:8][O:9][CH3:10])=[C:11]([C:12]#[N:13])[C:14]#[N:15]>>[O:3]([C:4]([CH2:5][O:6][CH2:7][CH2:8][O:9][CH3:10])=[C:11]([C:12]#[N:13])[C:14]#[N:15])[CH3:16]. Procedure: To a stirred solution of Intermediate 352D (0.85 g, 1.835 mmol) in THF (5 mL) was added a solution of NaOH (0.220 g, 5.50 mmol) in water (4 mL) and the reaction mixture was heated to 70° C. for 16 h. The reaction mixture was concentrated and the pH of the residue was adjusted to 4-5 using an aqueous solution of citric acid. The formed precipitate was filtered, washed with n-hexanes and dried to afford Intermediate 352E (0.48 g, 51%) as an off-white solid. MS(ES): −m/z=434 [M−H]+; 1H NMR (300 MHz... RXN SMILES: [I:1][C:2]1[C:20]([C:21]([O:23]CC)=[O:22])=[C:5]2[CH2:6][N:7]([C:13]([O:15][C:16]([CH3:19])([CH3:18])[CH3:17])=[O:14])[C@@H:8]3[CH2:12][O:11][CH2:10][C@@H:9]3[N:4]2[N:3]=1.[OH-].[Na+]>C1COCC1.O>[C:16]([O:15][C:13]([N:7]1[C@@H:8]2[CH2:12][O:11][CH2:10][C@@H:9]2[N:4]2[N:3]=[C:2]([I:1])[C:20]([C:21]([OH:23])=[O:22])=[C:5]2[CH2:6]1)=[O:14])([CH3:19])([CH3:17])[CH3:18] |f:1.2|. Run at temperature 70 celsius. The yield is 60.1%. Yields the product C(C)(C)(C)OC(=O)N1CC=2N([C@@H]3[C@H]1COC3)N=C(C2C(=O)O)I ((5aS,8aR)-5-(tert-Butoxycarbonyl)-2-iodo-4,5,5a,6,8,8a-hexahydrofuro[3,4-e]pyrazolo[1,5-a]pyrazine-3-carboxylic acid). The solvent is C1CCOC1 (THF), O (water). The reactants are IC1=NN2C(CN([C@H]3[C@@H]2COC3)C(=O)OC(C)(C)C)=C1C(=O)OCC ((5aS,8aR)-5-tert-Butyl 3-ethyl 2-iodo-5a,6,8,8a-tetrahydrofuro[3,4-e]pyrazolo[1,5-a]pyrazine-3,5(4H)-dicarboxylate), [OH-].[Na+] (NaOH).